Dataset: the Open Reaction Database (ORD), a public repository of structured organic reaction records. Task: describe an organic reaction: reactants, conditions, products, and yield Starting materials: C(C1=CC=CC=C1)N1CCNCC1 (1-benzylpiperazine), FC1=CC=C(C=C1)[N+](=O)[O-] (4-fluoronitrobenzene), C(=O)([O-])[O-].[K+].[K+] (K2CO3). Run in C(C)O (ethanol), O (water). Yields the product C(C1=CC=CC=C1)N1CCN(CC1)C1=CC=C(C=C1)[N+](=O)[O-] (1-Benzyl-4-(4-nitrophenyl)piperazine). Isolated yield 57.0%. As a reaction SMILES: [CH2:1]([N:8]1[CH2:13][CH2:12][NH:11][CH2:10][CH2:9]1)[C:2]1[CH:7]=[CH:6][CH:5]=[CH:4][CH:3]=1.F[C:15]1[CH:20]=[CH:19][C:18]([N+:21]([O-:23])=[O:22])=[CH:17][CH:16]=1.C([O-])([O-])=O.[K+].[K+]>C(O)C.O>[CH2:1]([N:8]1[CH2:13][CH2:12][N:11]([C:15]2[CH:20]=[CH:19][C:18]([N+:21]([O-:23])=[O:22])=[CH:17][CH:16]=2)[CH2:10][CH2:9]1)[C:2]1[CH:3]=[CH:4][CH:5]=[CH:6][CH:7]=1 |f:2.3.4|. Procedure: A stirred solution of 1-benzylpiperazine (8.81 g, 50.0 mmol), 4-fluoronitrobenzene (5.31 mL, 50.0 mmol), and K2CO3 (6.90 g, 50.0 mmol) in ethanol is heated at reflux temperature under nitrogen for 18 h, cooled, diluted with water, and extracted with CH2Cl2. The combined extracts are dried over MgSO4 and concentrated in vacuo to give a solid residue. The solid is triturated with 20:80 ethyl acetate:hexanes and filtered. The filtercake is air-dried to afford the title compound as orange crystals, ... The reactants are C(C1=CC=CC=C1)N1N=C(C(=C1)C(=O)O)OCC1=CC(=C(C=C1)OCC=1N=C(OC1C)C=1OC=CC1)OC (1-benzyl-3-[(4-{[2-(2-furyl)-5-methyl-1,3-oxazol-4-yl]methoxy}-3-methoxybenzyl)oxy]-1H-pyrazole-4-carboxylic acid), Cl.C(C)N=C=NCCCN(C)C (1-ethyl-3-(3-dimethylaminopropyl)carbodiimide hydrochloride), CN(C=O)C (N,N-dimethylformamide). Run in O (Water). Conditions: time 3 day. Yields the product C(C1=CC=CC=C1)N1N=C(C(=C1)C(=O)N)OCC1=CC(=C(C=C1)OCC=1N=C(OC1C)C=1OC=CC1)OC (1-benzyl-3-[(4-{[2-(2-furyl)-5-methyl-1,3-oxazol-4-yl]methoxy}-3-methoxybenzyl)oxy]-1H-pyrazole-4-carboxamide). Isolated yield 92.2%. Reaction SMILES: [CH2:1]([N:8]1[CH:12]=[C:11]([C:13](O)=[O:14])[C:10]([O:16][CH2:17][C:18]2[CH:23]=[CH:22][C:21]([O:24][CH2:25][C:26]3[N:27]=[C:28]([C:32]4[O:33][CH:34]=[CH:35][CH:36]=4)[O:29][C:30]=3[CH3:31])=[C:20]([O:37][CH3:38])[CH:19]=2)=[N:9]1)[C:2]1[CH:7]=[CH:6][CH:5]=[CH:4][CH:3]=1.Cl.C([N:42]=C=NCCCN(C)C)C.CN(C)C=O>O>[CH2:1]([N:8]1[CH:12]=[C:11]([C:13]([NH2:42])=[O:14])[C:10]([O:16][CH2:17][C:18]2[CH:23]=[CH:22][C:21]([O:24][CH2:25][C:26]3[N:27]=[C:28]([C:32]4[O:33][CH:34]=[CH:35][CH:36]=4)[O:29][C:30]=3[CH3:31])=[C:20]([O:37][CH3:38])[CH:19]=2)=[N:9]1)[C:2]1[CH:7]=[CH:6][CH:5]=[CH:4][CH:3]=1 |f:1.2|. Procedure details: A mixture of 1-benzyl-3-[(4-{[2-(2-furyl)-5-methyl-1,3-oxazol-4-yl]methoxy}-3-methoxybenzyl)oxy]-1H-pyrazole-4-carboxylic acid (0.25 g), 1-hydroxybenzotriazole ammonia complex (0.11 g), 1-ethyl-3-(3-dimethylaminopropyl)carbodiimide hydrochloride (0.14 g) and N,N-dimethylformamide (10 mL) was stirred at room temperature for 3 days. Water was poured into the reaction mixture, and the mixture was extracted with ethyl acetate. The organic layer was washed with saturated brine, dried over anhydrous m... The reactants are [H][H] (hydrogen), [H][H] (hydrogen), C(C1=CC=CC=C1)OC1=C(OCCCC(=O)OCC)C=CC=C1 (Ethyl 4-(2-Benzyloxyphenoxy)-butyrate). The reagents and catalysts are C(C)(=O)O (acetic acid), [Pd] (palladium on carbon). The solvent is C(C)O (ethanol). Product: OC1=C(OCCCC(=O)OCC)C=CC=C1 (Ethyl 4-(2-Hydroxyphenoxy)-butyrate). RXN SMILES: C([O:8][C:9]1[CH:23]=[CH:22][CH:21]=[CH:20][C:10]=1[O:11][CH2:12][CH2:13][CH2:14][C:15]([O:17][CH2:18][CH3:19])=[O:16])C1C=CC=CC=1.[H][H]>C(O)(=O)C.[Pd].C(O)C>[OH:8][C:9]1[CH:23]=[CH:22][CH:21]=[CH:20][C:10]=1[O:11][CH2:12][CH2:13][CH2:14][C:15]([O:17][CH2:18][CH3:19])=[O:16]. Procedure details: A mixture of (3) (1.57 g, 5.0 mM), ethanol (50 mL), glacial acetic acid (7 drops) and 10% palladium on carbon (0.7 g) was reacted in a hydrogen atmosphere (40 p.s.i.) at room temperature until hydrogen uptake ceased. Concentration of the filtered mixture yielded the product (4) as an oil. Reactants: CS(=O)(=O)c1ccc(CBr)cc1, CN(C)C=O, CCC(=O)CC(=O)CC, [H-], [Na+], O. Product: CCC(=O)C(Cc1ccc(S(C)(=O)=O)cc1)C(=O)CC. As a reaction SMILES: [Br:12][CH2:13][c:14]1[cH:15][cH:16][c:17]([S:20](=[O:21])(=[O:22])[CH3:23])[cH:18][cH:19]1.[CH3:24][N:25]([CH3:26])[CH:27]=[O:28].[CH3:3][CH2:4][C:5]([CH2:6][C:7]([CH2:8][CH3:9])=[O:10])=[O:11].[H-:1].[Na+:2].[OH2:29]>>[CH3:3][CH2:4][C:5]([CH:6]([C:7]([CH2:8][CH3:9])=[O:10])[CH2:13][c:14]1[cH:15][cH:16][c:17]([S:20](=[O:21])(=[O:22])[CH3:23])[cH:18][cH:19]1)=[O:11]. Reactants: CS(=O)(=O)C1=NC=CC(=N1)C1=CN=C2N1C=CN=C2N2CCN(CC2)C (3-(2-methanesulfonyl-pyrimidin-4-yl)-8-(4-methyl-piperazin-1-yl)-imidazo[1,2-a]pyrazine), C(C)(C)(C)OC(NCCC(C1=CSC=C1)N)=O ((3-amino-3-thiophen-3-yl-propyl)-carbamic acid tert-butyl ester). Conditions: temperature 140 celsius, time 2 hour. The product is C(C)(C)(C)OC(NCCC(C1=CSC=C1)NC1=NC=CC(=N1)C1=CN=C2N1C=CN=C2N2CCN(CC2)C)=O ((3-{4-[8-(4-methyl-piperazin-1-yl)-imidazo[1,2-a]pyrazin-3-yl]-pyrimidin-2-ylamino}-3-thiophen-3-yl-propyl)-carbamic acid tert-butyl ester). RXN SMILES: CS([C:5]1[N:10]=[C:9]([C:11]2[N:15]3[CH:16]=[CH:17][N:18]=[C:19]([N:20]4[CH2:25][CH2:24][N:23]([CH3:26])[CH2:22][CH2:21]4)[C:14]3=[N:13][CH:12]=2)[CH:8]=[CH:7][N:6]=1)(=O)=O.[C:27]([O:31][C:32](=[O:43])[NH:33][CH2:34][CH2:35][CH:36]([NH2:42])[C:37]1[CH:41]=[CH:40][S:39][CH:38]=1)([CH3:30])([CH3:29])[CH3:28]>>[C:27]([O:31][C:32](=[O:43])[NH:33][CH2:34][CH2:35][CH:36]([NH:42][C:5]1[N:10]=[C:9]([C:11]2[N:15]3[CH:16]=[CH:17][N:18]=[C:19]([N:20]4[CH2:25][CH2:24][N:23]([CH3:26])[CH2:22][CH2:21]4)[C:14]3=[N:13][CH:12]=2)[CH:8]=[CH:7][N:6]=1)[C:37]1[CH:41]=[CH:40][S:39][CH:38]=1)([CH3:30])([CH3:28])[CH3:29]. Reported procedure: The mixture of 3-(2-methanesulfonyl-pyrimidin-4-yl)-8-(4-methyl-piperazin-1-yl)-imidazo[1,2-a]pyrazine (from Example 46 supra) (150 mg, 0.402 mmol) and (3-amino-3-thiophen-3-yl-propyl)-carbamic acid tert-butyl ester (from Example 69 supra) (412 mg, 1.608 mmol) was heated at 140° C. with stirring for 2 hours. The oil was purified by chromatography (silica gel, 10 g, 200-300 mesh, eluting with dichloromethane:methanol, 50:1 to 20:1) to afford crude (3-{4-[8-(4-methyl-piperazin-1-yl)-imidazo[1,2-a]... Reactants: CN1CCOCC1 (NMM), N (NH3), [N+](=O)([O-])C1=CC=C(C2=CC=CC=C12)OC1=CC(=NC=N1)NC(OC(=C)C)=O (prop-1-en-2-yl 6-(4-nitronaphthalen-1-yloxy)pyrimidin-4-ylcarbamate), CN1CCOCC1 (4-methylmorpholine), N (NH3), CO (MeOH), N (NH3), CO (MeOH), N (NH3), N (NH3), CN1CCOCC1 (NMM). The solvent is C1CCOC1 (THF), C1CCOC1 (THF). Reaction conditions: temperature 55 celsius, time 5 hour. Yields the product [N+](=O)([O-])C1=CC=C(C2=CC=CC=C12)OC1=CC(=NC=N1)NC(=O)N (1-(6-(4-Nitronaphthalen-1-yloxy)pyrimidin-4-yl)urea). Isolated yield 614.9%. RXN SMILES: [N+:1]([C:4]1[C:13]2[C:8](=[CH:9][CH:10]=[CH:11][CH:12]=2)[C:7]([O:14][C:15]2[N:20]=[CH:19][N:18]=[C:17]([NH:21][C:22](=O)[O:23]C(C)=C)[CH:16]=2)=[CH:6][CH:5]=1)([O-:3])=[O:2].C[N:29]1CCOCC1.N.CO>C1COCC1>[N+:1]([C:4]1[C:13]2[C:8](=[CH:9][CH:10]=[CH:11][CH:12]=2)[C:7]([O:14][C:15]2[N:20]=[CH:19][N:18]=[C:17]([NH:21][C:22]([NH2:29])=[O:23])[CH:16]=2)=[CH:6][CH:5]=1)([O-:3])=[O:2]. Reported procedure: To a solution of prop-1-en-2-yl 6-(4-nitronaphthalen-1-yloxy)pyrimidin-4-ylcarbamate (109 mg, 0.298 mmol) and 4-methylmorpholine (3.3 μL, 0.030 mmol) in dry THF (27 mL) was added a solution of NH3 in MeOH (0.6 mL, 1M, 0.6 mmol) and the reaction mixture heated to 55° C. Further aliquots of the methanolic NH3 solution were added after 1 hr (0.6 ml, 0.6 mmol) and after 5 hr (1.0 mL, 1 mmol) and after a further 16 hr the reaction mixture was evaporated in vacuo. The residue was taken up into THF (3.... Reactants: Cl.COC=1C=CC2=C(OC(CO2)CN)C1 (7-methoxy-2,3-dihydro-1,4-benzodioxin-2-methanamine hydrochloride), FC=1C=C2C(=CNC2=CC1)CCCC(=O)O (5-Fluoroindole-3-butyric acid), O.ON1N=NC2=C1C=CC=C2 (1-hydroxybenzotriazole hydrate), C(C)(C)N=C=NC(C)C (1,3-diisopropylcarbodiimide). The solvent is CN(C)C=O (DMF), CN(C)C=O (DMF). Reaction conditions: time 2 hour. Product: FC=1C=C2C(=CNC2=CC1)CCCCNCC1COC2=C(O1)C=C(C=C2)OC ([4-(5-Fluoro-1H-indole-3-yl)-butyl]-(7-methoxy-2,3-dihydro-benzo[1,4]dioxin-2-ylmethyl)-amine). Yield: 57.8%. RXN SMILES: [F:1][C:2]1[CH:3]=[C:4]2[C:8](=[CH:9][CH:10]=1)[NH:7][CH:6]=[C:5]2[CH2:11][CH2:12][CH2:13][C:14](O)=O.O.ON1C2C=CC=CC=2N=N1.C(N=C=NC(C)C)(C)C.Cl.[CH3:38][O:39][C:40]1[CH:41]=[CH:42][C:43]2[O:48][CH2:47][CH:46]([CH2:49][NH2:50])[O:45][C:44]=2[CH:51]=1>CN(C=O)C>[F:1][C:2]1[CH:3]=[C:4]2[C:8](=[CH:9][CH:10]=1)[NH:7][CH:6]=[C:5]2[CH2:11][CH2:12][CH2:13][CH2:14][NH:50][CH2:49][CH:46]1[O:45][C:44]2[CH:51]=[C:40]([O:39][CH3:38])[CH:41]=[CH:42][C:43]=2[O:48][CH2:47]1 |f:1.2,4.5|. Reported procedure: 5-Fluoroindole-3-butyric acid (1.2 g, 5.4 mmole), 1-hydroxybenzotriazole hydrate (0.88 g, 6.5 mmole) and 1,3-diisopropylcarbodiimide (2.0 ml, 13.0 mmole) were combined in 150 ml of DMF and stirred at room temperature for 2 hours under a nitrogen atmosphere. To this was added dropwise 7-methoxy-2,3-dihydro-1,4-benzodioxin-2-methanamine hydrochloride (1.3 g, 5.4 mmole) in 50 ml of DMF and the mixture was further stirred for 24 hours. The solvent was removed and the residue partitioned between dich...